From a dataset of the Open Reaction Database (ORD), a public repository of structured organic reaction records. describe an organic reaction: reactants, conditions, products, and yield Reactants: O (water), [Li] (lithium), C(C)[C@]12[C@H](CC[C@H]2[C@H]2[C@H](CC1)C=1C=CC(=CC1CC2)OC)OCCO (13-ethyl-17β-(2-hydroxyethoxy)-3-methoxygona-1,3,5(10)-triene), [Cl-].[NH4+] (ammonium chloride). Solvent: COCC(C)O (1-methoxy-2-propanol), O1CCCC1 (tetrahydrofuran), N (ammonia). Conditions: time 1 hour. Product: C(C)[C@]12[C@H](CC[C@H]2[C@H]2[C@H](CC1)C=1CC=C(CC1CC2)OC)OCCO (13-ethyl-17β-(2-hydroxyethoxy)-3-methoxygona-2,5(10)-diene). Yield: 84.5%. As a reaction SMILES: [CH2:1]([C@:3]12[CH2:11][CH2:10][C@@H:9]3[C:12]4[CH:13]=[CH:14][C:15]([O:20][CH3:21])=[CH:16][C:17]=4[CH2:18][CH2:19][C@H:8]3[C@@H:7]1[CH2:6][CH2:5][C@@H:4]2[O:22][CH2:23][CH2:24][OH:25])[CH3:2].[Li].[Cl-].[NH4+].O>COCC(O)C.O1CCCC1.N>[CH2:1]([C@:3]12[CH2:11][CH2:10][C@@H:9]3[C:12]4[CH2:13][CH:14]=[C:15]([O:20][CH3:21])[CH2:16][C:17]=4[CH2:18][CH2:19][C@H:8]3[C@@H:7]1[CH2:6][CH2:5][C@@H:4]2[O:22][CH2:23][CH2:24][OH:25])[CH3:2] |f:2.3,^1:25|. Procedure: Dissolve dl-13-ethyl-17β-(2-hydroxyethoxy)-3-methoxygona-1,3,5(10)-triene (4.0 g) in 1-methoxy-2-propanol (60 ml), tetrahydrofuran (120 ml) and liquid ammonia (300 ml). Gradually add lithium (4.0 g) with stirring over a period of one hour. Add ammonium chloride (8.0 g) and water. Filter, wash and dry the resulting precipitate. Dissolve the product in tetrahydrofuran (300 ml) and liquid ammonia (300 ml) and treat with lithium (4.0 g). Stir for one hour. Add absolute ethanol, then water. Filter th... The reactants are C1(CCCCC1)CC=O (cyclohexylacetaldehyde), Cl.CC1=CC=C2NC=C(CCN)C2=C1 (5-methyltryptamine hydrochloride). The solvent is C(C)O (ethanol). Product: Cl.CC=1C=C2C3=C(NC2=CC1)C(NCC3)CC3CCCCC3 (6-methyl-1-(cyclohexylmethyl)-1,2,3,4-tetrahydro-9 H-pyrido[3,4-b]indole hydrochloride). Reaction SMILES: [CH:1]1([CH2:7][CH:8]=O)[CH2:6][CH2:5][CH2:4][CH2:3][CH2:2]1.[ClH:10].[CH3:11][C:12]1[CH:23]=[C:22]2[C:15]([NH:16][CH:17]=[C:18]2[CH2:19][CH2:20][NH2:21])=[CH:14][CH:13]=1>C(O)C>[ClH:10].[CH3:11][C:12]1[CH:23]=[C:22]2[C:15](=[CH:14][CH:13]=1)[NH:16][C:17]1[CH:8]([CH2:7][CH:1]3[CH2:6][CH2:5][CH2:4][CH2:3][CH2:2]3)[NH:21][CH2:20][CH2:19][C:18]2=1 |f:1.2,4.5|. Procedure details: A suspension of cyclohexylacetaldehyde (631 mg 5.0 mmol.) and 5-methyltryptamine hydrochloride (1.0 g, 4.3 mmol.) in ethanol. (20 mL) was heated to reflux for 36 hours under nitrogen atmosphere. The reaction mixture was cooled to ambient temperature and the crude product isolated by filtration. The solid was triturated with ethanol and washed with diethyl ether. The product was isolated by filtration (731 mg). m/e=282, mp 230° C.